From a dataset of the Open Reaction Database (ORD), a public repository of structured organic reaction records. describe an organic reaction: reactants, conditions, products, and yield Starting materials: CC1=C(N=C(O1)C1=CC=CC=C1)CCOC1=NC=C(C=C1)[N+](=O)[O-] (2-[2-(5-methyl-2-phenyl-4-oxazolyl)ethoxy]-5-nitropyridine), C(C)(=O)OCC (ethyl acetate). The reagents and catalysts are [C].[Pd] (palladium-carbon). Solvent: CO (methanol). The product is NC=1C=CC(=NC1)OCCC=1N=C(OC1C)C1=CC=CC=C1 (5-amino-2-[2-(5-methyl-2-phenyl-4-oxazolyl)ethoxy]pyridine). The yield is 93.7%. Reaction SMILES: [CH3:1][C:2]1[O:6][C:5]([C:7]2[CH:12]=[CH:11][CH:10]=[CH:9][CH:8]=2)=[N:4][C:3]=1[CH2:13][CH2:14][O:15][C:16]1[CH:21]=[CH:20][C:19]([N+:22]([O-])=O)=[CH:18][N:17]=1.C(OCC)(=O)C>[C].[Pd].CO>[NH2:22][C:19]1[CH:20]=[CH:21][C:16]([O:15][CH2:14][CH2:13][C:3]2[N:4]=[C:5]([C:7]3[CH:12]=[CH:11][CH:10]=[CH:9][CH:8]=3)[O:6][C:2]=2[CH3:1])=[N:17][CH:18]=1 |f:2.3|. Reported procedure: A mixture of 2-[2-(5-methyl-2-phenyl-4-oxazolyl)ethoxy]-5-nitropyridine (13.4 g), palladium-carbon (5%, 1.5 g) and ethyl acetate (200 ml)-methanol (150 ml) was subjected catalytic hydrogenation at room temperature under one atmospheric pressure. The catalyst was filtered off, and the filtrate was concentrated under reduced pressure. The residual crystals were collected by filtration to obtain 5-amino-2-[2-(5-methyl-2-phenyl-4-oxazolyl)ethoxy]pyridine (11.4 g, 93%). Recrystallization from ethyl a...